This data is from the Open Reaction Database (ORD), a public repository of structured organic reaction records. The task is: describe an organic reaction: reactants, conditions, products, and yield Starting materials: NCC1(SCc2ccccc2)CCSCC1, COCCOc1cc(N(C)S(=O)(=O)c2ccccn2)c2[nH]c(C(=O)O)cc2c1, CCN=C=NCCCN(C)C, CN(C)C=O, Cl, On1nnc2ccccc21. Yields the product COCCOc1cc(N(C)S(=O)(=O)c2ccccn2)c2[nH]c(C(=O)NCC3(SCc4ccccc4)CCSCC3)cc2c1. Reaction SMILES: [CH2:29]([c:30]1[cH:31][cH:32][cH:33][cH:34][cH:35]1)[S:36][C:37]1([CH2:43][NH2:44])[CH2:38][CH2:39][S:40][CH2:41][CH2:42]1.[CH3:1][O:2][CH2:3][CH2:4][O:5][c:6]1[cH:7][c:8]2[cH:9][c:10]([C:26](=[O:27])[OH:28])[nH:11][c:12]2[c:13]([N:15]([S:16](=[O:17])(=[O:18])[c:19]2[n:20][cH:21][cH:22][cH:23][cH:24]2)[CH3:25])[cH:14]1.[CH3:56][N:57]([CH3:58])[CH2:59][CH2:60][CH2:61][N:62]=[C:63]=[N:64][CH2:65][CH3:66].[CH3:67][N:68]([CH3:69])[CH:70]=[O:71].[ClH:55].[n:45]1([OH:46])[c:47]2[cH:48][cH:49][cH:50][cH:51][c:52]2[n:53][n:54]1>>[CH3:1][O:2][CH2:3][CH2:4][O:5][c:6]1[cH:7][c:8]2[cH:9][c:10]([C:26](=[O:27])[NH:44][CH2:43][C:37]3([S:36][CH2:29][c:30]4[cH:31][cH:32][cH:33][cH:34][cH:35]4)[CH2:38][CH2:39][S:40][CH2:41][CH2:42]3)[nH:11][c:12]2[c:13]([N:15]([S:16](=[O:17])(=[O:18])[c:19]2[n:20][cH:21][cH:22][cH:23][cH:24]2)[CH3:25])[cH:14]1. The reactants are ice, COC1=C(C=C(C=C1)C(C=O)=O)F (1-methoxy-2-fluoro-4-glyoxyloylbenzene), NC=1C=C2C=NNC2=CC1N (5,6-diaminoindazole). Run in C(C)O (ethanol), C(C)O (ethanol). Product: FC=1C=C(C=CC1OC)C=1C=NC=2C=C3C(=CC2N1)NN=C3.FC=3C=C(C=CC3OC)C3=NC=1C=C2C(=CC1N=C3)NN=C2 (6-(3-fluoro-4-methoxyphenyl)-1H-pyrazolo[3,4-g]quinoxaline 7-(3-fluoro-4-methoxyphenyl)-1H-pyrazolo[3,4-g]quinoxaline). As a reaction SMILES: [NH2:1][C:2]1[CH:3]=[C:4]2[C:8](=[CH:9][C:10]=1[NH2:11])[NH:7][N:6]=[CH:5]2.[CH3:12][O:13][C:14]1[CH:19]=[CH:18][C:17]([C:20](=O)[CH:21]=O)=[CH:16][C:15]=1[F:24]>C(O)C>[F:24][C:15]1[CH:16]=[C:17]([C:20]2[CH:21]=[N:1][C:2]3[CH:3]=[C:4]4[CH:5]=[N:6][NH:7][C:8]4=[CH:9][C:10]=3[N:11]=2)[CH:18]=[CH:19][C:14]=1[O:13][CH3:12].[F:24][C:15]1[CH:16]=[C:17]([C:20]2[CH:21]=[N:11][C:10]3[CH:9]=[C:8]4[NH:7][N:6]=[CH:5][C:4]4=[CH:3][C:2]=3[N:1]=2)[CH:18]=[CH:19][C:14]=1[O:13][CH3:12] |f:3.4|. Reported procedure: To an ice-cooled mixture of 5,6-diaminoindazole (0.5 g) in 20 ml absolute ethanol is added slowly a solution of 1-methoxy-2-fluoro-4-glyoxyloylbenzene (0.75 g) in 30 ml ethanol. The resulting mixture is stirred at room temperature over night. The solid which forms is filtered off, washed with a small amount of ethanol then with hexane and air dried to give a yellow material. Reaction conditions: temperature 75 celsius, time 8 hour. Reagents/catalysts: [Pd] (palladium-on-carbon). Yields the product C1(=CC=CC=C1)CN(CC1=CC=CC=C1)C[C@H]1[C@@H](CN(CC1)C(=O)OC(C)(C)C)O (1,1-dimethylethyl (trans)-4-[[bis(phenylmethyl)amino]methyl]-3-hydroxy-1-piperidinecarboxylate). Procedure: A mixture of 1,1-dimethylethyl (trans)-3-hydroxy-4-[[(phenylmethyl)amino]methyl]-1-piperidinecarboxylate (intermediate (1-d) in WO-99/02156) (0.426 mol), benzaldehyde (0.5 mol) and palladium-on-carbon (10%) (5 g) in a thiophene solution (5 ml) and methanol (1000 ml) was stirred at 70-80° C. overnight. The solvent was evaporated. The residue was partitioned between DCM (150 ml) and 5% aqueous NaOH (150 ml). The mixture was separated into its layers. The aqueous layer was extracted with DCM. The c... As a reaction SMILES: [OH:1][C@H:2]1[C@H:7]([CH2:8][NH:9][CH2:10][C:11]2[CH:16]=[CH:15][CH:14]=[CH:13][CH:12]=2)[CH2:6][CH2:5][N:4]([C:17]([O:19][C:20]([CH3:23])([CH3:22])[CH3:21])=[O:18])[CH2:3]1.[CH:24](=O)[C:25]1[CH:30]=[CH:29][CH:28]=[CH:27][CH:26]=1.S1C=CC=C1>[Pd].CO>[C:11]1([CH2:10][N:9]([CH2:8][C@@H:7]2[CH2:6][CH2:5][N:4]([C:17]([O:19][C:20]([CH3:23])([CH3:22])[CH3:21])=[O:18])[CH2:3][C@H:2]2[OH:1])[CH2:24][C:25]2[CH:30]=[CH:29][CH:28]=[CH:27][CH:26]=2)[CH:16]=[CH:15][CH:14]=[CH:13][CH:12]=1. The reactants are O[C@@H]1CN(CC[C@H]1CNCC1=CC=CC=C1)C(=O)OC(C)(C)C (1,1-dimethylethyl (trans)-3-hydroxy-4-[[(phenylmethyl)amino]methyl]-1-piperidinecarboxylate), intermediate ( 1-d ), C(C1=CC=CC=C1)=O (benzaldehyde), S1C=CC=C1 (thiophene). The solvent is CO (methanol). Starting materials: C(C)[C@H]1[C@H](C[C@H](C1)O)C(=O)N(N)C=1N=C2C(=NC1)N(C=C2)S(=O)(=O)C2=CC=C(C)C=C2 ((1S,2R,4S)-2-ethyl-4-hydroxy-N-(5-tosyl-5H-pyrrolo[2,3-b]pyrazin-2-yl)cyclopentanecarbo-hydrazide), [Si](C)(C)(C(C)(C)C)O[C@H]1C[C@H]([C@H](C1)C(=O)NNC=1N=C2C(=NC1)N(C=C2)S(=O)(=O)C2=CC=C(C)C=C2)CC ((1S,2R,4S)-4-(tert-butyldimethylsilyloxy)-2-ethyl-N′-(5-tosyl-5H-pyrrolo[2,3-b]pyrazin-2-yl)cyclopentanecarbohydrazide), CC(C)(C)[Si](C)(C)Cl (TBDMSCl), N1C=NC=C1 (imidazole). Run in CN(C)C=O (DMF). Run at time 4 hour. Product: [Si](C)(C)(C(C)(C)C)OC1CC(C(C1)C(=O)NNC=1N=C2C(=NC1)N(C=C2)S(=O)(=O)C2=CC=C(C)C=C2)CC (4-(tert-butyldimethylsilyloxy)-2-ethyl-N′-(5-tosyl-5H-pyrrolo[2,3-b]pyrazin-2-yl)cyclopentanecarbohydrazide). As a reaction SMILES: C([C@@H]1C[C@H](O)C[C@@H]1C(N(C1N=C2C=CN(S(C3C=CC(C)=CC=3)(=O)=O)C2=NC=1)N)=O)C.CC([Si](Cl)(C)C)(C)C.N1C=CN=C1.[Si:45]([O:52][C@@H:53]1[CH2:57][C@H:56]([C:58]([NH:60][NH:61][C:62]2[N:63]=[C:64]3[CH:70]=[CH:69][N:68]([S:71]([C:74]4[CH:80]=[CH:79][C:77]([CH3:78])=[CH:76][CH:75]=4)(=[O:73])=[O:72])[C:65]3=[N:66][CH:67]=2)=[O:59])[C@H:55]([CH2:81][CH3:82])[CH2:54]1)([C:48]([CH3:51])([CH3:50])[CH3:49])([CH3:47])[CH3:46]>CN(C=O)C>[Si:45]([O:52][CH:53]1[CH2:57][CH:56]([C:58]([NH:60][NH:61][C:62]2[N:63]=[C:64]3[CH:70]=[CH:69][N:68]([S:71]([C:74]4[CH:75]=[CH:76][C:77]([CH3:78])=[CH:79][CH:80]=4)(=[O:73])=[O:72])[C:65]3=[N:66][CH:67]=2)=[O:59])[CH:55]([CH2:81][CH3:82])[CH2:54]1)([C:48]([CH3:49])([CH3:50])[CH3:51])([CH3:46])[CH3:47]. Procedure details: To a scalemic mixture enriched in (1S,2R,4S)-2-ethyl-4-hydroxy-N-(5-tosyl-5H-pyrrolo[2,3-b]pyrazin-2-yl)cyclopentanecarbo-hydrazide (9.06 g, 20.43 mmol) in DMF (40.9 mL) was added TBDMSCl (3.69 g, 24.51 mmol) and imidazole (3.48 g, 51.1 mmol). The reaction mixture was stirred at ambient temperature for about 4 h. The solvent was removed under reduced pressure. The residue was diluted with EtOAc (200 mL), filtered, and washed with EtOAc (20 mL). The filtrate was concd under reduced pressure. The ... Starting materials: CCOC(=O)c1cnn2c(C)cccc12, OC1CN2CCC1CC2, [Na], c1ccccc1. Yields the product Cc1cccc2c(C(=O)OC3CN4CCC3CC4)cnn12. Reaction SMILES: [CH3:11][c:12]1[cH:13][cH:14][cH:15][c:16]2[n:17]1[n:18][cH:19][c:20]2[C:21](=[O:22])[O:23][CH2:24][CH3:25].[N:1]12[CH2:2][CH:3]([OH:9])[CH:4]([CH2:5][CH2:6]1)[CH2:7][CH2:8]2.[Na:10].[cH:26]1[cH:27][cH:28][cH:29][cH:30][cH:31]1>>[N:1]12[CH2:2][CH:3]([O:9][C:21]([c:20]3[c:16]4[cH:15][cH:14][cH:13][c:12]([CH3:11])[n:17]4[n:18][cH:19]3)=[O:22])[CH:4]([CH2:5][CH2:6]1)[CH2:7][CH2:8]2.